The task is: describe an organic reaction: reactants, conditions, products, and yield. This data is from the Open Reaction Database (ORD), a public repository of structured organic reaction records. Reactants: CC(=O)OC(C)=O, Oc1ccc(Cl)c(Cl)c1, O, O=S(=O)(O)O. The product is CC(=O)Oc1ccc(Cl)c(Cl)c1. Reaction SMILES: [CH3:10][C:11](=[O:12])[O:13][C:14](=[O:15])[CH3:16].[Cl:1][c:2]1[cH:3][c:4]([OH:9])[cH:5][cH:6][c:7]1[Cl:8].[OH2:22].[S:17](=[O:18])(=[O:19])([OH:20])[OH:21]>>[Cl:1][c:2]1[cH:3][c:4]([O:9][C:11]([CH3:10])=[O:12])[cH:5][cH:6][c:7]1[Cl:8]. The product is NC1=C(C=C(C=N1)C=1C=NN(C1)C1CCN(CC1)C(=O)OC(C)(C)C)C=O (tert-butyl 4-[4-(6-amino-5-formylpyridin-3-yl)pyrazol-1-yl]-piperidine-1-carboxylate). Procedure: 150 mg (0.605 mmol) of 2-amino-5-iodopyridine-3-carbaldehyde and 413 mg (1.089 mmol) of tert-butyl 4-[4-(4,4,5,5-tetramethyl-1,3-dioxolan-2-yl)pyrazol-1-yl]piperidine-1-carboxylate are dissolved in 2.3 ml of N,N-dimethylformamide in a nitrogen-filled microwave vessel, and 1.7 ml (3.4 mmol) of 2M sodium carbonate solution and 35 mg (0.030 mmol) of tetrakis(triphenylphosphine)palladium(0) are added. The reaction solution is irradiated with microwaves for 30 min at 120° C. in the Biotage SmithSynth... As a reaction SMILES: [NH2:1][C:2]1[C:7]([CH:8]=[O:9])=[CH:6][C:5](I)=[CH:4][N:3]=1.CC1(C)C(C)(C)OC([C:19]2[CH:20]=[N:21][N:22]([CH:24]3[CH2:29][CH2:28][N:27]([C:30]([O:32][C:33]([CH3:36])([CH3:35])[CH3:34])=[O:31])[CH2:26][CH2:25]3)[CH:23]=2)O1.C(=O)([O-])[O-].[Na+].[Na+]>CN(C)C=O.C1C=CC([P]([Pd]([P](C2C=CC=CC=2)(C2C=CC=CC=2)C2C=CC=CC=2)([P](C2C=CC=CC=2)(C2C=CC=CC=2)C2C=CC=CC=2)[P](C2C=CC=CC=2)(C2C=CC=CC=2)C2C=CC=CC=2)(C2C=CC=CC=2)C2C=CC=CC=2)=CC=1>[NH2:1][C:2]1[N:3]=[CH:4][C:5]([C:19]2[CH:20]=[N:21][N:22]([CH:24]3[CH2:25][CH2:26][N:27]([C:30]([O:32][C:33]([CH3:36])([CH3:35])[CH3:34])=[O:31])[CH2:28][CH2:29]3)[CH:23]=2)=[CH:6][C:7]=1[CH:8]=[O:9] |f:2.3.4,^1:52,54,73,92|. Starting materials: NC1=NC=C(C=C1C=O)I (2-amino-5-iodopyridine-3-carbaldehyde), CC1(OC(OC1(C)C)C=1C=NN(C1)C1CCN(CC1)C(=O)OC(C)(C)C)C (tert-butyl 4-[4-(4,4,5,5-tetramethyl-1,3-dioxolan-2-yl)pyrazol-1-yl]piperidine-1-carboxylate), C([O-])([O-])=O.[Na+].[Na+] (sodium carbonate). The reagents and catalysts are C=1C=CC(=CC1)[P](C=2C=CC=CC2)(C=3C=CC=CC3)[Pd]([P](C=4C=CC=CC4)(C=5C=CC=CC5)C=6C=CC=CC6)([P](C=7C=CC=CC7)(C=8C=CC=CC8)C=9C=CC=CC9)[P](C=1C=CC=CC1)(C=1C=CC=CC1)C=1C=CC=CC1 (tetrakis(triphenylphosphine)palladium(0)). Solvent: CN(C=O)C (N,N-dimethylformamide). Reactants: COC([C@@H](CN(NC(=O)OC(C)(C)C)CC1=CC=C(C=C1)Br)O)=O ((R)-3-[N-(4-Bromobenzyl)-N′-t-butoxycarbonyl-hydrazino]-2-hydroxy-propionic acid methyl ester), ClC=1C=C(C=CC1)B(O)O (3-chlorophenylboronic acid), C(=O)([O-])[O-].[K+].[K+] (K2CO3). Reagents/catalysts: [Pd].C1(=CC=CC=C1)P(C1=CC=CC=C1)C1=CC=CC=C1.C1(=CC=CC=C1)P(C1=CC=CC=C1)C1=CC=CC=C1.C1(=CC=CC=C1)P(C1=CC=CC=C1)C1=CC=CC=C1.C1(=CC=CC=C1)P(C1=CC=CC=C1)C1=CC=CC=C1 (tetrakis(triphenylphosphine) palladium(0)). Run in C1CCOC1 (THF), O (water), [Cl-].[NH4+] (ammonium chloride). Conditions: temperature 90 celsius, time 18 hour. Product: C(C)(C)(C)OC(=O)NN(CC1=CC=C(C=C1)C1=CC(=CC=C1)Cl)C[C@H](C(=O)O)O ((R)-3-[N′-t-Butoxycarbonyl-N-(3′-chlorobiphenyl-4-ylmethyl)-hydrazino]-2-hydroxy-propionic Acid). Reaction SMILES: C[O:2][C:3](=[O:24])[C@H:4]([OH:23])[CH2:5][N:6]([CH2:15][C:16]1[CH:21]=[CH:20][C:19](Br)=[CH:18][CH:17]=1)[NH:7][C:8]([O:10][C:11]([CH3:14])([CH3:13])[CH3:12])=[O:9].[Cl:25][C:26]1[CH:27]=[C:28](B(O)O)[CH:29]=[CH:30][CH:31]=1.C([O-])([O-])=O.[K+].[K+]>C1COCC1.O.[Cl-].[NH4+].[Pd].C1(P(C2C=CC=CC=2)C2C=CC=CC=2)C=CC=CC=1.C1(P(C2C=CC=CC=2)C2C=CC=CC=2)C=CC=CC=1.C1(P(C2C=CC=CC=2)C2C=CC=CC=2)C=CC=CC=1.C1(P(C2C=CC=CC=2)C2C=CC=CC=2)C=CC=CC=1>[C:11]([O:10][C:8]([NH:7][N:6]([CH2:5][C@@H:4]([OH:23])[C:3]([OH:2])=[O:24])[CH2:15][C:16]1[CH:21]=[CH:20][C:19]([C:30]2[CH:29]=[CH:28][CH:27]=[C:26]([Cl:25])[CH:31]=2)=[CH:18][CH:17]=1)=[O:9])([CH3:14])([CH3:13])[CH3:12] |f:2.3.4,7.8,9.10.11.12.13|. Procedure details: (R)-3-[N-(4-Bromobenzyl)-N′-t-butoxycarbonyl-hydrazino]-2-hydroxy-propionic acid methyl ester (1.0 g, 2.5 mmol), 3-chlorophenylboronic acid (776 mg, 5.0 mmol), and K2CO3 (857 mg, 6.2 mmol) were dissolved in a mixture of THF (18 mL) and water (18 mL). The reaction flask was then purged with nitrogen and tetrakis(triphenylphosphine) palladium(0) (286 mg, 248 μmol) was added. The mixture was stirred at 90° C. overnight (˜18 hours). The mixture was diluted with saturated aqueous ammonium chloride an... Starting materials: CCOC(=O)C(C)(C)Br, CCO, [K+], CC(=O)SC1CCOCC1, [OH-]. Product: CCOC(=O)C(C)(C)SC1CCOCC1. As a reaction SMILES: [Br:13][C:14]([C:15](=[O:16])[O:17][CH2:18][CH3:19])([CH3:20])[CH3:21].[CH3:22][CH2:23][OH:24].[K+:12].[O:1]1[CH2:2][CH2:3][CH:4]([S:7][C:8](=[O:9])[CH3:10])[CH2:5][CH2:6]1.[OH-:11]>>[O:1]1[CH2:2][CH2:3][CH:4]([S:7][C:14]([C:15](=[O:16])[O:17][CH2:18][CH3:19])([CH3:20])[CH3:21])[CH2:5][CH2:6]1. Starting materials: CC#N, O=C(Cl)c1ccc(Cl)cc1, NNc1ccc([N+](=O)[O-])cc1. Yields the product O=C(NNc1ccc([N+](=O)[O-])cc1)c1ccc(Cl)cc1. As a reaction SMILES: [CH3:22][C:23]#[N:24].[Cl:12][C:13](=[O:14])[c:15]1[cH:16][cH:17][c:18]([Cl:19])[cH:20][cH:21]1.[N+:1](=[O:2])([O-:3])[c:4]1[cH:5][cH:6][c:7]([NH:10][NH2:11])[cH:8][cH:9]1>>[N+:1](=[O:2])([O-:3])[c:4]1[cH:5][cH:6][c:7]([NH:10][NH:11][C:13](=[O:14])[c:15]2[cH:16][cH:17][c:18]([Cl:19])[cH:20][cH:21]2)[cH:8][cH:9]1. The reactants are CC#N, CCO, CCc1cc(C#Cc2ccc(CC(=O)OC)cc2)ccc1C1(OC(C)C)CC1, [Na+], C1CCOC1, [OH-], O. The product is CCc1cc(C#Cc2ccc(CC(=O)O)cc2)ccc1C1(OC(C)C)CC1. Reaction SMILES: [CH3:32][C:33]#[N:34].[CH3:35][CH2:36][OH:37].[CH:1]([CH3:2])([CH3:3])[O:4][C:5]1([c:8]2[c:9]([CH2:27][CH3:28])[cH:10][c:11]([C:14]#[C:15][c:16]3[cH:17][cH:18][c:19]([CH2:22][C:23](=[O:24])[O:25][CH3:26])[cH:20][cH:21]3)[cH:12][cH:13]2)[CH2:6][CH2:7]1.[Na+:30].[O:38]1[CH2:39][CH2:40][CH2:41][CH2:42]1.[OH-:29].[OH2:31]>>[CH:1]([CH3:2])([CH3:3])[O:4][C:5]1([c:8]2[c:9]([CH2:27][CH3:28])[cH:10][c:11]([C:14]#[C:15][c:16]3[cH:17][cH:18][c:19]([CH2:22][C:23](=[O:24])[OH:25])[cH:20][cH:21]3)[cH:12][cH:13]2)[CH2:6][CH2:7]1. Reactants: CC(=O)Nc1ccc(C(C)=O)cc1Br, Cl. As a reaction SMILES: [C:1]([CH3:2])(=[O:3])[c:4]1[cH:5][c:6]([Br:14])[c:7]([NH:10][C:11](=[O:12])[CH3:13])[cH:8][cH:9]1.[ClH:15]>>[C:1]([CH3:2])(=[O:3])[c:4]1[cH:5][c:6]([Br:14])[c:7]([NH2:10])[cH:8][cH:9]1. Yields the product CC(=O)c1ccc(N)c(Br)c1.